From a dataset of the Open Reaction Database (ORD), a public repository of structured organic reaction records. describe an organic reaction: reactants, conditions, products, and yield As a reaction SMILES: [Cl:1][C:2]1[CH:3]=[CH:4][C:5]([OH:16])=[C:6]([C:8](=[O:15])[CH2:9][N:10]2[CH:14]=[CH:13][N:12]=[CH:11]2)[CH:7]=1.[CH3:17][Mg]Br>O1CCCC1>[Cl:1][C:2]1[CH:3]=[CH:4][C:5]([OH:16])=[C:6]([C:8]([OH:15])([CH3:17])[CH2:9][N:10]2[CH:14]=[CH:13][N:12]=[CH:11]2)[CH:7]=1. Yield: 24.5%. Reported procedure: A suspension of 1-(5-chloro-2-hydroxyphenyl)-2-(1H-1-imidazolyl)-1-ethanone [compound (5-1)] (2.37 g, 10 mmol) in tetrahydrofuran (200 mL) was added to a solution of methylmagnesium bromide in tetrahydrofuran (1 mol/L, 100 mL, 0.1 mol) under cooling with ice, and the mixture was stirred for 17 hours at room temperature. The solvent was removed, a solution of saturated ammonium chloride was added to the resultant mixture, followed by extraction with ethyl acetate. The organic layer was washed wit... Run at time 17 hour. Starting materials: ClC=1C=CC(=C(C1)C(CN1C=NC=C1)=O)O (1-(5-chloro-2-hydroxyphenyl)-2-(1H-1-imidazolyl)-1-ethanone), ClC=1C=CC(=C(C1)C(CN1C=NC=C1)=O)O (1-(5-chloro-2-hydroxyphenyl)-2-(1H-1-imidazolyl)-1-ethanone), C[Mg]Br (methylmagnesium bromide). Run in O1CCCC1 (tetrahydrofuran), O1CCCC1 (tetrahydrofuran). Product: ClC1=CC(=C(C=C1)O)C(CN1C=NC=C1)(C)O (4-chloro-2-(1-hydroxy-2-(1H-1-imidazolyl)-1-methylethyl)phenol). The reactants are P(OC)(OC)[O-] (dimethyl phosphite), O (water), C(C1=CC=CO1)N (furfuryl amine). Run in CO (methanol), CO (methanol). Yields the product CP([O-])([O-])=O.C(C1=CC=CO1)[NH3+].C(C1=CC=CO1)[NH3+] (furfuryl-ammoniummethyl phosphonate). Yield: 98.5%. RXN SMILES: [P:1]([O-:6])([O:4]C)[O:2]C.O.[CH2:8]([NH2:14])[C:9]1[O:13][CH:12]=[CH:11][CH:10]=1>CO>[CH3:8][P:1](=[O:6])([O-:4])[O-:2].[CH2:8]([NH3+:14])[C:9]1[O:13][CH:12]=[CH:11][CH:10]=1.[CH2:8]([NH3+:14])[C:9]1[O:13][CH:12]=[CH:11][CH:10]=1 |f:4.5.6|. Procedure details: A mixture of 11 g. (0.1 moles) of dimethyl phosphite, 20 ml. of water and 20 ml. of methanol is reacted with a mixture of 9.71 g. (0.1 moles) of furfuryl amine and 30 ml. of methanol as described in example 1. 17.3 g. of furfuryl-ammoniummethyl phosphonate are obtained. Starting materials: CCOC(=O)c1cccc2c1OC(C)(C)C2, O=[N+]([O-])O, O=C(O)C(F)(F)F. Yields the product CCOC(=O)c1cc([N+](=O)[O-])cc2c1OC(C)(C)C2. As a reaction SMILES: [CH3:1][C:2]1([CH3:16])[O:3][c:4]2[c:5]([cH:7][cH:8][cH:9][c:10]2[C:11](=[O:12])[O:13][CH2:14][CH3:15])[CH2:6]1.[OH:17][N+:18]([O-:19])=[O:20].[OH:21][C:22]([C:23]([F:24])([F:25])[F:26])=[O:27]>>[CH3:1][C:2]1([CH3:16])[O:3][c:4]2[c:5]([cH:7][c:8]([N+:18](=[O:17])[O-:19])[cH:9][c:10]2[C:11](=[O:12])[O:13][CH2:14][CH3:15])[CH2:6]1. Yields the product O=C(O)COc1cc2cc(-c3ccccc3)sc2c(Cl)c1Cl. Starting materials: CCC(Oc1cc2cc(-c3ccccc3)sc2c(Cl)c1Cl)C(=O)[O-], CCO, [Na+], [OH-]. As a reaction SMILES: [CH2:1]([CH3:2])[CH:3]([C:4](=[O:5])[O-:6])[O:7][c:8]1[cH:9][c:10]2[c:11]([s:12][c:13](-[c:15]3[cH:16][cH:17][cH:18][cH:19][cH:20]3)[cH:14]2)[c:21]([Cl:24])[c:22]1[Cl:23].[CH3:27][CH2:28][OH:29].[Na+:26].[OH-:25]>>[CH2:3]([C:4](=[O:5])[OH:6])[O:7][c:8]1[cH:9][c:10]2[c:11]([s:12][c:13](-[c:15]3[cH:16][cH:17][cH:18][cH:19][cH:20]3)[cH:14]2)[c:21]([Cl:24])[c:22]1[Cl:23]. The reactants are CN(C)CC1CNCCO1, CCSC1=NC(=O)C(=Cc2ccc3c(cnn3Cc3ccc(C(F)(F)F)cc3C(F)(F)F)c2)S1. Product: CN(C)CC1CN(C2=NC(=O)C(=Cc3ccc4c(cnn4Cc4ccc(C(F)(F)F)cc4C(F)(F)F)c3)S2)CCO1. As a reaction SMILES: [CH3:35][N:36]([CH2:37][CH:38]1[O:39][CH2:40][CH2:41][NH:42][CH2:43]1)[CH3:44].[F:1][C:2]([c:3]1[c:4]([CH2:5][n:6]2[n:7][cH:8][c:9]3[cH:10][c:11]([CH:15]=[C:16]4[C:17](=[O:24])[N:18]=[C:19]([S:21][CH2:22][CH3:23])[S:20]4)[cH:12][cH:13][c:14]23)[cH:25][cH:26][c:27]([C:29]([F:30])([F:31])[F:32])[cH:28]1)([F:33])[F:34]>>[F:1][C:2]([c:3]1[c:4]([CH2:5][n:6]2[n:7][cH:8][c:9]3[cH:10][c:11]([CH:15]=[C:16]4[C:17](=[O:24])[N:18]=[C:19]([N:42]5[CH2:41][CH2:40][O:39][CH:38]([CH2:37][N:36]([CH3:35])[CH3:44])[CH2:43]5)[S:20]4)[cH:12][cH:13][c:14]23)[cH:25][cH:26][c:27]([C:29]([F:30])([F:31])[F:32])[cH:28]1)([F:33])[F:34]. Reactants: CS(=O)(=O)Cl (methanesulfonyl chloride), BrC1=CC=C(C=C1)[C@@H](C(F)(F)F)N ((1S)-1-(4-bromophenyl)-2,2,2-trifluoroethanamine), N1=C(C=CC=C1C)C (2,6-lutidine). Reagents/catalysts: CN(C1=CC=NC=C1)C (4-dimethylaminopyridine). The solvent is C(Cl)Cl (DCM), C(Cl)Cl (DCM). Reaction conditions: time 20 hour. Yields the product BrC1=CC=C(C=C1)[C@@H](C(F)(F)F)NS(=O)(=O)C (N-[(1S)-1-(4-Bromophenyl)-2,2,2-trifluoro-ethyl]methanesulfonamide). Isolated yield 95.1%. As a reaction SMILES: [CH3:1][S:2](Cl)(=[O:4])=[O:3].[Br:6][C:7]1[CH:12]=[CH:11][C:10]([C@H:13]([NH2:18])[C:14]([F:17])([F:16])[F:15])=[CH:9][CH:8]=1.N1C(C)=CC=CC=1C>CN(C)C1C=CN=CC=1.C(Cl)Cl>[Br:6][C:7]1[CH:12]=[CH:11][C:10]([C@H:13]([NH:18][S:2]([CH3:1])(=[O:4])=[O:3])[C:14]([F:16])([F:17])[F:15])=[CH:9][CH:8]=1. Procedure details: Add methanesulfonyl chloride (16.42 mL, 0.21 mol) drop-wise to a mixture of (1S)-1-(4-bromophenyl)-2,2,2-trifluoroethanamine (49 g, 0.19 mol), 4-dimethylaminopyridine (1.18 g, 9.0 mmol), 2,6-lutidine (67 mL, 0.57 mol) in DCM (250 mL) at 0° C. Warm the mixture to ambient temperature and stir at that temperature for 20 hours. Dilute the reaction mixture with DCM (300 mL) and wash it sequentially with 2M HCl (2×200 mL), water (250 mL), then brine (250 mL). Collect the organic phase and dry over mag... The reactants are C(C)OC(C(CCOCCCC1CCCCC1)=C)=O (4-(3-cyclohexylpropyloxy)-2-methylenebutyric acid ethyl ester), ClC1=CC(=CC=C1)C(=O)OO (m-chloroperbenzoic acid), petroleum ether ethyl acetate. Solvent: C(Cl)Cl (methylene chloride). Product: C(C)OC(=O)C1(OC1)CCOCCCC1CCCCC1 (2-[2-(3-Cyclohexylpropyloxy)-ethyl]-oxirane-carboxylic acid ethyl ester). RXN SMILES: [CH2:1]([O:3][C:4](=[O:19])[C:5](=[CH2:18])[CH2:6][CH2:7][O:8][CH2:9][CH2:10][CH2:11][CH:12]1[CH2:17][CH2:16][CH2:15][CH2:14][CH2:13]1)[CH3:2].ClC1C=CC=C(C(OO)=[O:28])C=1>C(Cl)Cl>[CH2:1]([O:3][C:4]([C:5]1([CH2:6][CH2:7][O:8][CH2:9][CH2:10][CH2:11][CH:12]2[CH2:13][CH2:14][CH2:15][CH2:16][CH2:17]2)[CH2:18][O:28]1)=[O:19])[CH3:2]. Procedure details: 6.8 g of the title compound, in the form of a colourless oil, which is purified by chromatography on silica gel (migrating agent: 90:10 petroleum ether/ethyl acetate) are obtained by the procedure described in Example (1a) from 12.4 g of 4-(3-cyclohexylpropyloxy)-2-methylenebutyric acid ethyl ester and 18.7 g of m-chloroperbenzoic acid in 250 ml of methylene chloride. Thin layer chromatography on silica gel with petroleum ether/ethyl acetate/glacial acetic acid 80:20:3: Rf =0.65. The solvent is C(C)O (ethanol). The reactants are C(CC)(=O)C1=CC=NC=C1 (4-propionylpyridine), C(NN)(=O)OC (methyl carbazate). Procedure: A solution of 4.05 gm (0.03 mole) of 4-propionylpyridine, 2.70 gm (0.03 mole) of methyl carbazate and 100 ml of absolute ethanol is refluxed 6 hr. The solution is evaporated in vacuo to give a solid. The crude product is crystallized from ethyl acetate/Skellysolve B to yield 3.90 gm (63%) of the title compound having a melting point of 216.2° C. (decomp.). As a reaction SMILES: [C:1]([C:5]1[CH:10]=[CH:9][N:8]=[CH:7][CH:6]=1)(=O)[CH2:2][CH3:3].[C:11]([O:15][CH3:16])(=[O:14])[NH:12][NH2:13]>C(O)C>[N:8]1[CH:9]=[CH:10][C:5]([C:1](=[N:13][NH:12][C:11]([O:15][CH3:16])=[O:14])[CH2:2][CH3:3])=[CH:6][CH:7]=1. Yields the product N1=CC=C(C=C1)C(CC)=NNC(=O)OC (methyl [1-(4-pyridinyl)propylidene]carbazate). Isolated yield 62.7%. The reactants are Fc1ccc(CBr)c(F)c1, O=C([O-])[O-], CCCCc1nc(C)[nH]c(=O)c1Cc1ccc(-c2ccccc2C#N)cc1, CN(C)C=O, CCOC(C)=O, [K+], [K+]. Yields the product CCCCc1nc(C)n(Cc2ccc(F)cc2F)c(=O)c1Cc1ccc(-c2ccccc2C#N)cc1. As a reaction SMILES: [Br:34][CH2:35][c:36]1[c:37]([F:43])[cH:38][c:39]([F:42])[cH:40][cH:41]1.[C:28](=[O:29])([O-:30])[O-:31].[CH2:1]([CH2:2][CH2:3][CH3:4])[c:5]1[n:6][c:7]([CH3:27])[nH:8][c:9](=[O:26])[c:10]1[CH2:11][c:12]1[cH:13][cH:14][c:15](-[c:18]2[c:19]([C:24]#[N:25])[cH:20][cH:21][cH:22][cH:23]2)[cH:16][cH:17]1.[CH3:44][N:45]([CH3:46])[CH:47]=[O:48].[CH3:49][CH2:50][O:51][C:52](=[O:53])[CH3:54].[K+:32].[K+:33]>>[CH2:1]([CH2:2][CH2:3][CH3:4])[c:5]1[n:6][c:7]([CH3:27])[n:8]([CH2:35][c:36]2[c:37]([F:43])[cH:38][c:39]([F:42])[cH:40][cH:41]2)[c:9](=[O:26])[c:10]1[CH2:11][c:12]1[cH:13][cH:14][c:15](-[c:18]2[c:19]([C:24]#[N:25])[cH:20][cH:21][cH:22][cH:23]2)[cH:16][cH:17]1. The reactants are COC(C(C1=CC=C(C=C1)OCCOC12CC3CC(CC(C1)C3)C2)=O)=O (alpha-oxo-4-[[2-[tricyclo(3.3.1.1-3,7)dec-1-yloxy]ethyl]oxy]benzeneacetic acid methyl ester), [OH-].[Na+] (sodium hydroxide). Run in CO (methanol). Yields the product O=C(C(=O)O)C1=CC=C(C=C1)OCCOC12CC3CC(CC(C1)C3)C2 (alpha-oxo-4-[[2-[tricyclo(3.3.1.1-3,7)dec-1-yloxy]ethyl]oxy]benzeneacetic acid). The yield is 79.6%. Reaction SMILES: C[O:2][C:3](=[O:26])[C:4](=[O:25])[C:5]1[CH:10]=[CH:9][C:8]([O:11][CH2:12][CH2:13][O:14][C:15]23[CH2:24][CH:19]4[CH2:20][CH:21]([CH2:23][CH:17]([CH2:18]4)[CH2:16]2)[CH2:22]3)=[CH:7][CH:6]=1.[OH-].[Na+]>CO>[O:25]=[C:4]([C:5]1[CH:6]=[CH:7][C:8]([O:11][CH2:12][CH2:13][O:14][C:15]23[CH2:24][CH:19]4[CH2:18][CH:17]([CH2:23][CH:21]([CH2:20]4)[CH2:22]2)[CH2:16]3)=[CH:9][CH:10]=1)[C:3]([OH:26])=[O:2] |f:1.2|. Reported procedure: A mixture of alpha-oxo-4-[[2-[tricyclo(3.3.1.1-3,7)dec-1-yloxy]ethyl]oxy]benzeneacetic acid methyl ester (0.685 g) in methanol (10 mL) heated on the steam bath and added sufficient actone to dissolve the solids. Then 0.5N sodium hydroxide (8 mL) was added and the mixture was treated as in Example 19. Extraction with dichloromethane provided material which was crystallized from diethyl ether-hexane to give 0.524 g of colorless alpha-oxo-4-[[2-[tricyclo(3.3.1.1-3,7)dec-1-yloxy]ethyl]oxy]benzeneace...